This data is from the Open Reaction Database (ORD), a public repository of structured organic reaction records. The task is: describe an organic reaction: reactants, conditions, products, and yield The reactants are ClC1=CC=C2C=CC(=NC2=C1)COC1=CC2=C(OCC3=C(C2O)C(=CC=C3)C)C=C1 (2-(7-Chloroquinolin-2-yl)methoxy-11-hydroxy-10-methyl-6,11-dihydrodibenz[b,e]oxepine), SCCC(=O)O (3-mercaptopropionic acid). Yields the product C(=O)(O)CCSC1C2=C(OCC3=C1C(=CC=C3)C)C=CC(=C2)OCC2=NC3=CC(=CC=C3C=C2)Cl (11-(2-Carboxyethylthio)-2-(7-chloroquinolin-2-yl)methoxy-10-methyl-6,11-dihydrodibenz[b,e]oxepine). As a reaction SMILES: [Cl:1][C:2]1[CH:11]=[C:10]2[C:5]([CH:6]=[CH:7][C:8]([CH2:12][O:13][C:14]3[CH:30]=[CH:29][C:17]4[O:18][CH2:19][C:20]5[CH:27]=[CH:26][CH:25]=[C:24]([CH3:28])[C:21]=5[CH:22](O)[C:16]=4[CH:15]=3)=[N:9]2)=[CH:4][CH:3]=1.[SH:31][CH2:32][CH2:33][C:34]([OH:36])=[O:35]>>[C:34]([CH2:33][CH2:32][S:31][CH:22]1[C:21]2[C:24]([CH3:28])=[CH:25][CH:26]=[CH:27][C:20]=2[CH2:19][O:18][C:17]2[CH:29]=[CH:30][C:14]([O:13][CH2:12][C:8]3[CH:7]=[CH:6][C:5]4[C:10](=[CH:11][C:2]([Cl:1])=[CH:3][CH:4]=4)[N:9]=3)=[CH:15][C:16]1=2)([OH:36])=[O:35]. Reported procedure: 2-(7-Chloroquinolin-2-yl)methoxy-11-hydroxy-10-methyl-6,11-dihydrodibenz[b,e]oxepine and 3-mercaptopropionic acid were used and reacted in the same manner as in Example 1 to obtain the title compound. The reactants are O=C([O-])[O-], CC#N, ClCCl, CCCCI, [K+], [K+], CCOC(=O)C=Cc1ccc(C(=C(CC)c2cccc(O)c2)c2ccc3c(cnn3C3CCCCO3)c2)cc1. Product: CCCCOc1cccc(C(CC)=C(c2ccc(C=CC(=O)OCC)cc2)c2ccc3c(cnn3C3CCCCO3)c2)c1. Reaction SMILES: [C:1](=[O:2])([O-:3])[O-:4].[CH3:51][C:52]#[N:53].[Cl:54][CH2:55][Cl:56].[I:46][CH2:47][CH2:48][CH2:49][CH3:50].[K+:5].[K+:6].[OH:7][c:8]1[cH:9][c:10]([C:14](=[C:15]([c:16]2[cH:17][c:18]3[cH:19][n:20][n:21]([CH:25]4[O:26][CH2:27][CH2:28][CH2:29][CH2:30]4)[c:22]3[cH:23][cH:24]2)[c:31]2[cH:32][cH:33][c:34]([CH:37]=[CH:38][C:39](=[O:40])[O:41][CH2:42][CH3:43])[cH:35][cH:36]2)[CH2:44][CH3:45])[cH:11][cH:12][cH:13]1>>[O:7]([c:8]1[cH:9][c:10]([C:14](=[C:15]([c:16]2[cH:17][c:18]3[cH:19][n:20][n:21]([CH:25]4[O:26][CH2:27][CH2:28][CH2:29][CH2:30]4)[c:22]3[cH:23][cH:24]2)[c:31]2[cH:32][cH:33][c:34]([CH:37]=[CH:38][C:39](=[O:40])[O:41][CH2:42][CH3:43])[cH:35][cH:36]2)[CH2:44][CH3:45])[cH:11][cH:12][cH:13]1)[CH2:47][CH2:48][CH2:49][CH3:50]. The reactants are O.[OH-].[Li+] (lithium hydroxide monohydrate), O.[OH-].[Li+] (lithium hydroxide monohydrate), COC(C(CC(=O)O)CC(C)C)=O (2-isobutylsuccinic acid 1-methyl ester). Run in O (water), O1CCOCC1 (1,4-dioxane). Reaction conditions: time 2 hour. Yields the product C(C(C)C)C(C(=O)O)CC(=O)O (2-isobutylsuccinic acid). Yield: 53.1%. As a reaction SMILES: O.[OH-].[Li+].C[O:5][C:6](=[O:16])[CH:7]([CH2:12][CH:13]([CH3:15])[CH3:14])[CH2:8][C:9]([OH:11])=[O:10]>O.O1CCOCC1>[CH2:12]([CH:7]([CH2:8][C:9]([OH:11])=[O:10])[C:6]([OH:16])=[O:5])[CH:13]([CH3:15])[CH3:14] |f:0.1.2|. Procedure details: A solution of lithium hydroxide monohydrate (26 mg, 0.61 mmol) in water (250 μl) was added to a stirred solution of (2R) 2-isobutylsuccinic acid 1-methyl ester (100 mg, 0.53 mmol) in 1,4-dioxane (500 μl). The mixture was stirred for 2 hours then lithium hydroxide monohydrate (26 mg, 0.61 mmol) was added and stirring continued for 24 hours. The majority of solvents were removed by distillation in vacuo then the residue was dissolved in water (5 ml) and acidified using hydrochloric acid (1M) to pH... Starting materials: C(C)(C)(C)OC(=O)N1C[C@@H](OCC1)CN=[N+]=[N-] ((R)-2-azidomethyl-morpholine-4-carboxylic acid tert-butyl ester), Cl (HCl), TEA, FC1=C(C(=C(C(=C1OC(=O)C=1N=NC(=C(C1)C1=CC=C(C=C1)OC1CCCCC1)CCCC)F)F)F)F (6-butyl-5-(4-cyclohexyloxy-phenyl)-pyridazine-3-carboxylic acid pentafluorophenyl ester). The solvent is C(Cl)Cl (DCM), O1CCOCC1 (dioxane), C(C)(=O)OCC (ethyl acetate). Run at time 45 minute. Product: N(=[N+]=[N-])C[C@H]1CN(CCO1)C(=O)C=1N=NC(=C(C1)C1=CC=C(C=C1)OC1CCCCC1)CCCC (((R)-2-azidomethyl-morpholin-4-yl)-[6-butyl-5-(4-cyclohexyloxy-phenyl)-pyridazin-3-yl]-methanone). Isolated yield 105.8%. RXN SMILES: C(O[C:6]([N:8]1[CH2:13][CH2:12][O:11][C@@H:10]([CH2:14][N:15]=[N+:16]=[N-:17])[CH2:9]1)=[O:7])(C)(C)C.Cl.FC1C(OC([C:29]2[N:30]=[N:31][C:32]([CH2:48][CH2:49][CH2:50][CH3:51])=[C:33]([C:35]3[CH:40]=[CH:39][C:38]([O:41][CH:42]4[CH2:47][CH2:46][CH2:45][CH2:44][CH2:43]4)=[CH:37][CH:36]=3)[CH:34]=2)=O)=C(F)C(F)=C(F)C=1F>C(Cl)Cl.O1CCOCC1.C(OCC)(=O)C>[N:15]([CH2:14][C@@H:10]1[O:11][CH2:12][CH2:13][N:8]([C:6]([C:29]2[N:30]=[N:31][C:32]([CH2:48][CH2:49][CH2:50][CH3:51])=[C:33]([C:35]3[CH:36]=[CH:37][C:38]([O:41][CH:42]4[CH2:47][CH2:46][CH2:45][CH2:44][CH2:43]4)=[CH:39][CH:40]=3)[CH:34]=2)=[O:7])[CH2:9]1)=[N+:16]=[N-:17]. Reported procedure: To a stirred solution of (R)-2-azidomethyl-morpholine-4-carboxylic acid tert-butyl ester (0.82 mmol, 0.2 g) in DCM (2 mL) was added 4 N HCl in dioxane (4 mL) and continued stirring at ambient temperature for 45 min. The volatiles were removed under reduced pressure, and the residue was dissolved in NMP (4 mL). To this was added 6-butyl-5-(4-cyclohexyloxy-phenyl)-pyridazine-3-carboxylic acid pentafluorophenyl ester (Example 93, 0.77 mmol, 0.4 g) followed by TEA (0.5 mL) and the reaction mixture w... The reactants are CC(C)(C)OC(=O)OC(=O)[O-], COc1ccccc1CN, C1CCOC1. Yields the product COc1ccccc1CNC(=O)OC(C)(C)C. Reaction SMILES: [C:11](=[O:12])([O:13][C:14]([CH3:15])([CH3:16])[CH3:17])[O:18][C:19]([O-:20])=[O:21].[CH3:1][O:2][c:3]1[c:4]([CH2:5][NH2:6])[cH:7][cH:8][cH:9][cH:10]1.[O:22]1[CH2:23][CH2:24][CH2:25][CH2:26]1>>[CH3:1][O:2][c:3]1[c:4]([CH2:5][NH:6][C:11](=[O:12])[O:13][C:14]([CH3:15])([CH3:16])[CH3:17])[cH:7][cH:8][cH:9][cH:10]1. Starting materials: C(C)OC(=O)C=1SC(=CC1)C(C)O ((±)-5-(1-hydroxy-ethyl)-thiophene-2-carboxylic acid ethyl ester), CC1=C(C(=CC(=C1)O)C)C1=CC=C(C=C1)C(F)(F)F (2,6-dimethyl-4′-trifluoromethyl-biphenyl-4-ol), C1=CC=C(C=C1)P(C2=CC=CC=C2)C3=CC=CC=C3 (PPh3), N(=NC(=O)N1CCCCC1)C(=O)N1CCCCC1 (1,1′-(azodicarbonyl)dipiperidine). Run in C1(=CC=CC=C1)C (toluene), CO (MeOH). Conditions: time 8 hour. Product: C(C)OC(=O)C=1SC(=CC1)C(C)OC1=CC(=C(C(=C1)C)C1=CC=C(C=C1)C(F)(F)F)C ((±)-5-[1-(2,6-Dimethyl-4′-trifluoromethyl-biphenyl-4-yloxy)-ethyl]-thiophene-2-carboxylic acid ethyl ester). The yield is 70.8%. Reaction SMILES: [CH2:1]([O:3][C:4]([C:6]1[S:7][C:8]([CH:11]([OH:13])[CH3:12])=[CH:9][CH:10]=1)=[O:5])[CH3:2].[CH3:14][C:15]1[CH:20]=[C:19](O)[CH:18]=[C:17]([CH3:22])[C:16]=1[C:23]1[CH:28]=[CH:27][C:26]([C:29]([F:32])([F:31])[F:30])=[CH:25][CH:24]=1.C1C=CC(P(C2C=CC=CC=2)C2C=CC=CC=2)=CC=1.N(C(N1CCCCC1)=O)=NC(N1CCCCC1)=O>C1(C)C=CC=CC=1.CO>[CH2:1]([O:3][C:4]([C:6]1[S:7][C:8]([CH:11]([O:13][C:19]2[CH:20]=[C:15]([CH3:14])[C:16]([C:23]3[CH:28]=[CH:27][C:26]([C:29]([F:30])([F:32])[F:31])=[CH:25][CH:24]=3)=[C:17]([CH3:22])[CH:18]=2)[CH3:12])=[CH:9][CH:10]=1)=[O:5])[CH3:2]. Reported procedure: A mixture of (±)-5-(1-hydroxy-ethyl)-thiophene-2-carboxylic acid ethyl ester (0.402 g, 2.01 mmol), 2,6-dimethyl-4′-trifluoromethyl-biphenyl-4-ol (0.593 g, 2.23 mmol), and PPh3 (0.798 g, 3.04 mmol) is dissolved in toluene (20 mL) and treated with 1,1′-(azodicarbonyl)dipiperidine (ADDP, 0.763 g, 3.02 mmol) and stirred overnight at rt. The mixture is diluted with MeOH until homogeneous and concentrated. The residue is loaded onto silica gel and eluted using hexanes with an ethyl acetate gradient fr... Starting materials: O1CCC(=CC1)C=1C=C2CCCNC2=NC1C(OC)OC (6-(3,6-dihydro-2H-pyran-4-yl)-7-(dimethoxymethyl)-1,2,3,4-tetrahydro-1,8-naphthyridine), O1CCC(=CC1)C=1C=C2CCCNC2=NC1C(OC)OC (6-(3,6-dihydro-2H-pyran-4-yl)-7-(dimethoxymethyl)-1,2,3,4-tetrahydro-1,8-naphthyridine), [H][H] (hydrogen). The reagents and catalysts are [Pd] (Pd on carbon). The solvent is C1CCOC1 (THF), CO (MeOH). Reaction conditions: time 56 hour. The product is COC(C1=C(C=C2CCCNC2=N1)C1CCOCC1)OC (7-(dimethoxymethyl)-6-(tetrahydro-2H-pyran-4-yl)-1,2,3,4-tetrahydro-1,8-naphthyridine). RXN SMILES: [O:1]1[CH2:6][CH:5]=[C:4]([C:7]2[CH:8]=[C:9]3[C:14](=[N:15][C:16]=2[CH:17]([O:20][CH3:21])[O:18][CH3:19])[NH:13][CH2:12][CH2:11][CH2:10]3)[CH2:3][CH2:2]1.[H][H]>C1COCC1.CO.[Pd]>[CH3:21][O:20][CH:17]([O:18][CH3:19])[C:16]1[N:15]=[C:14]2[C:9]([CH2:10][CH2:11][CH2:12][NH:13]2)=[CH:8][C:7]=1[CH:4]1[CH2:3][CH2:2][O:1][CH2:6][CH2:5]1. Reported procedure: A suspension of 10% Pd on carbon (0.34 g) in a solution of 6-(3,6-dihydro-2H-pyran-4-yl)-7-(dimethoxymethyl)-1,2,3,4-tetrahydro-1,8-naphthyridine (intermediate 313, 0.94 g, 3.24 mmol) in THF (60 ml) and MeOH (20 ml) was stirred under an atmosphere of hydrogen at room temperature for 56 h, at which point 1 equivalent of hydrogen had been consumed. The reaction mixture was flushed with argon, filtered and evaporated to give the title compound as a beige solid. (UPLC-MS 3) tR 0.54 min; ESI-MS 293.3...